This data is from the Open Reaction Database (ORD), a public repository of structured organic reaction records. The task is: describe an organic reaction: reactants, conditions, products, and yield As a reaction SMILES: [CH3:14][CH2:15][CH2:16][CH2:17][CH2:18][CH3:19].[CH3:1][CH:2]([CH2:3][CH2:4][C:5]([CH3:6])=[O:7])[CH3:8].[S:9]([Cl:10])(=[O:11])([Cl:12])=[O:13]>>[CH3:1][CH:2]([CH2:3][CH:4]([C:5]([CH3:6])=[O:7])[Cl:12])[CH3:8]. Reactants: CCCCCC, CC(=O)CCC(C)C, O=S(=O)(Cl)Cl. Product: CC(=O)C(Cl)CC(C)C. Starting materials: Cc1cc(Br)cc([N+](=O)[O-])c1N, CC(C)(C)P(c1ccccc1-c1ccccc1)C(C)(C)C, C1CCOC1, C1COCCN1, CC(C)(C)[O-], [Na+], O=C(C=Cc1ccccc1)C=Cc1ccccc1, O=C(C=Cc1ccccc1)C=Cc1ccccc1, O=C(C=Cc1ccccc1)C=Cc1ccccc1, [Pd], [Pd]. The product is Cc1cc(N2CCOCC2)cc([N+](=O)[O-])c1N. RXN SMILES: [Br:28][c:29]1[cH:30][c:31]([CH3:39])[c:32]([NH2:33])[c:34]([N+:36](=[O:37])[O-:38])[cH:35]1.[C:1]([P:2]([C:3]([CH3:4])([CH3:5])[CH3:6])[c:7]1[cH:8][cH:9][cH:10][cH:11][c:12]1-[c:13]1[cH:14][cH:15][cH:16][cH:17][cH:18]1)([CH3:19])([CH3:20])[CH3:21].[CH2:102]1[O:103][CH2:104][CH2:105][CH2:106]1.[CH2:40]1[CH2:41][O:42][CH2:43][CH2:44][NH:45]1.[CH3:22][C:23]([CH3:24])([O-:25])[CH3:26].[Na+:27].[O:48]=[C:49]([CH:50]=[CH:51][c:52]1[cH:53][cH:54][cH:55][cH:56][cH:57]1)[CH:58]=[CH:59][c:60]1[cH:61][cH:62][cH:63][cH:64][cH:65]1.[O:66]=[C:67]([CH:68]=[CH:69][c:70]1[cH:71][cH:72][cH:73][cH:74][cH:75]1)[CH:76]=[CH:77][c:78]1[cH:79][cH:80][cH:81][cH:82][cH:83]1.[O:84]=[C:85]([CH:86]=[CH:87][c:88]1[cH:89][cH:90][cH:91][cH:92][cH:93]1)[CH:94]=[CH:95][c:96]1[cH:97][cH:98][cH:99][cH:100][cH:101]1.[Pd:46].[Pd:47]>>[c:29]1([N:45]2[CH2:40][CH2:41][O:42][CH2:43][CH2:44]2)[cH:30][c:31]([CH3:39])[c:32]([NH2:33])[c:34]([N+:36](=[O:37])[O-:38])[cH:35]1. Yields the product O=C(Nc1ccncc1)Nc1ccc(N2CCN(Cc3ccc(C(O)(C(F)(F)F)C(F)(F)F)cc3)CC2)cc1. The reactants are Nc1ccc(N2CCN(Cc3ccc(C(O)(C(F)(F)F)C(F)(F)F)cc3)CC2)cc1, C1COCCO1, O=C(Nc1ccncc1)Oc1ccccc1. Reaction SMILES: [NH2:1][c:2]1[cH:3][cH:4][c:5]([N:8]2[CH2:9][CH2:10][N:11]([CH2:14][c:15]3[cH:16][cH:17][c:18]([C:21]([C:22]([F:23])([F:24])[F:25])([C:26]([F:27])([F:28])[F:29])[OH:30])[cH:19][cH:20]3)[CH2:12][CH2:13]2)[cH:6][cH:7]1.[O:47]1[CH2:48][CH2:49][O:50][CH2:51][CH2:52]1.[n:31]1[cH:32][cH:33][c:34]([NH:37][C:38]([O:39][c:41]2[cH:42][cH:43][cH:44][cH:45][cH:46]2)=[O:40])[cH:35][cH:36]1>>[NH:1]([c:2]1[cH:3][cH:4][c:5]([N:8]2[CH2:9][CH2:10][N:11]([CH2:14][c:15]3[cH:16][cH:17][c:18]([C:21]([C:22]([F:23])([F:24])[F:25])([C:26]([F:27])([F:28])[F:29])[OH:30])[cH:19][cH:20]3)[CH2:12][CH2:13]2)[cH:6][cH:7]1)[C:38]([NH:37][c:34]1[cH:33][cH:32][n:31][cH:36][cH:35]1)=[O:39].